The task is: describe an organic reaction: reactants, conditions, products, and yield. This data is from the Open Reaction Database (ORD), a public repository of structured organic reaction records. Reactants: NC=1C=CC2=C(C(OC(N2C)=O)(C)C)C1 (6-amino-1,4,4-trimethyl-1,4-dihydro-2H-3,1-benzoxazin-2-one), ClC1=CC=C(C=C1)B(O)O (4-chlorophenyl boronic acid). The product is ClC1=CC=C(C=C1)NC=1C=CC2=C(C(OC(N2C)=O)(C)C)C1 (6-[(4-chlorophenyl)amino]-1,4,4-trimethyl-1,4-dihydro-2H-3,1-benzoxazin-2-one). RXN SMILES: [NH2:1][C:2]1[CH:3]=[CH:4][C:5]2[N:10]([CH3:11])[C:9](=[O:12])[O:8][C:7]([CH3:14])([CH3:13])[C:6]=2[CH:15]=1.[Cl:16][C:17]1[CH:22]=[CH:21][C:20](B(O)O)=[CH:19][CH:18]=1>>[Cl:16][C:17]1[CH:22]=[CH:21][C:20]([NH:1][C:2]2[CH:3]=[CH:4][C:5]3[N:10]([CH3:11])[C:9](=[O:12])[O:8][C:7]([CH3:13])([CH3:14])[C:6]=3[CH:15]=2)=[CH:19][CH:18]=1. Procedure: Prepared from 6-amino-1,4,4-trimethyl-1,4-dihydro-2H-3,1-benzoxazin-2-one and 4-chlorophenyl boronic acid according to the coupling procedure described in example 1. MS (ESI) m/z [M+H]+(317/319); MS (ESI) m/z [M−H]−(315/317); Anal. calcd for C17H17ClN2O2: C, 64.46; H, 5.41; N, 8.84. Found: C, 63.40; H, 5.46; N, 7.97. Starting materials: COC1=CN=C2C=CC(N(C2=C1)CC=O)=O ([7-(methoxy)-2-oxo-1,5-naphthyridin-1(2H)-yl]acetaldehyde), methyl hemiacetal, N1C[C@@H](OCC1)CNC(OC(C)(C)C)=O (1,1-dimethylethyl [(2R)-2-morpholinyl-methyl]carbamate), [O-]S(=O)(=O)[O-].[Na+].[Na+] (Na2SO4), [BH-](OC(=O)C)(OC(=O)C)OC(=O)C.[Na+] (Na(OAc)3BH). The solvent is CO.C(Cl)(Cl)Cl (MeOH CHCl3). Run at time 18 hour. Product: COC1=CN=C2C=CC(N(C2=C1)CCN1C[C@@H](OCC1)CNC(OC(C)(C)C)=O)=O (1,1-Dimethylethyl [((2S)-4-{2-[7-(methyloxy)-2-oxo-1,5-naphthyridin-1(2H)-yl]ethyl}-2-morpholinyl)methyl]carbamate). Reaction SMILES: [CH3:1][O:2][C:3]1[CH:12]=[C:11]2[C:6]([CH:7]=[CH:8][C:9](=[O:16])[N:10]2[CH2:13][CH:14]=O)=[N:5][CH:4]=1.[NH:17]1[CH2:22][CH2:21][O:20][C@@H:19]([CH2:23][NH:24][C:25](=[O:31])[O:26][C:27]([CH3:30])([CH3:29])[CH3:28])[CH2:18]1.[O-]S([O-])(=O)=O.[Na+].[Na+].[BH-](OC(C)=O)(OC(C)=O)OC(C)=O.[Na+]>CO.C(Cl)(Cl)Cl>[CH3:1][O:2][C:3]1[CH:12]=[C:11]2[C:6]([CH:7]=[CH:8][C:9](=[O:16])[N:10]2[CH2:13][CH2:14][N:17]2[CH2:22][CH2:21][O:20][C@@H:19]([CH2:23][NH:24][C:25](=[O:31])[O:26][C:27]([CH3:29])([CH3:28])[CH3:30])[CH2:18]2)=[N:5][CH:4]=1 |f:2.3.4,5.6,7.8|. Procedure details: To a solution of [7-(methoxy)-2-oxo-1,5-naphthyridin-1(2H)-yl]acetaldehyde (as the methyl hemiacetal) (0.500 g, 2.29 mmol) in 1:1 (MeOH/CHCl3) (25 mL) were added 1,1-dimethylethyl [(2R)-2-morpholinyl-methyl]carbamate (0.500 g, 2.29 mmol) and Na2SO4 (0.100 g) and the resulting solution stirred at ambient temperature for 18 h. Na(OAc)3BH (1.46 g, 6.87 mmol) was added and the solution stirred an additional 2 g. The reaction mixture was concentrated onto silica gel and chromatographed on a silica ge... The reactants are C(C)(=O)OCCN1C(=NC2=C(C1=O)C=CN2CC2=CC=C(C=C2)C(C2=CC=C(C=C2)Cl)=O)SC (3-acetoxyethyl-7-[4-(4-chlorobenzoyl)benzyl]-2-methylthio-7H-pyrrolo[2,3-d]pyrimidin-4-one), COCCOC (DME), [OH-].[Na+] (sodium hydroxide), Cl (hydrochloric acid). The solvent is CO (methanol). Reaction conditions: time 2 hour. Yields the product ClC1=CC=C(C(=O)C2=CC=C(CN3C=CC4=C3N=C(N(C4=O)CCO)SC)C=C2)C=C1 (7-[4-(4-Chlorobenzoyl)benzyl]-3-hydroxyethyl-2-methylthio-7H-pyrrolo[2,3-d]pyrimidin-4-one). The yield is 78.6%. Reaction SMILES: C([O:4][CH2:5][CH2:6][N:7]1[C:12](=[O:13])[C:11]2[CH:14]=[CH:15][N:16]([CH2:17][C:18]3[CH:23]=[CH:22][C:21]([C:24](=[O:32])[C:25]4[CH:30]=[CH:29][C:28]([Cl:31])=[CH:27][CH:26]=4)=[CH:20][CH:19]=3)[C:10]=2[N:9]=[C:8]1[S:33][CH3:34])(=O)C.COCCOC.[OH-].[Na+].Cl>CO>[Cl:31][C:28]1[CH:27]=[CH:26][C:25]([C:24]([C:21]2[CH:22]=[CH:23][C:18]([CH2:17][N:16]3[C:10]4[N:9]=[C:8]([S:33][CH3:34])[N:7]([CH2:6][CH2:5][OH:4])[C:12](=[O:13])[C:11]=4[CH:14]=[CH:15]3)=[CH:19][CH:20]=2)=[O:32])=[CH:30][CH:29]=1 |f:2.3|. Procedure details: To a solution of 3-acetoxyethyl-7-[4-(4-chlorobenzoyl)benzyl]-2-methylthio-7H-pyrrolo[2,3-d]pyrimidin-4-one (410 mg) in methanol (8 ml)-DME (4 ml) was added 1N-aqueous sodium hydroxide solution (1.64 ml) and the mixture was stirred for 2 hours. This reaction mixture was neutralized with 1N-hydrochloric acid (1.64 ml) and the precipitate was collected by filtration, washed serially with water, methanol and ether, and dried to provide the title compound (295 mg).